From a dataset of the Open Reaction Database (ORD), a public repository of structured organic reaction records. describe an organic reaction: reactants, conditions, products, and yield The reactants are CC1NC(C=2N(C1)N=C(C2)COC2=CC=CC=C2)=O (rac-6-methyl-2-phenoxymethyl-6,7-dihydro-5H-pyrazolo[1,5-a]pyrazin-4-one), C(C)OC(=O)C=1NN=C(C1)COC1=CC=CC=C1 (5-phenoxymethyl-2H-pyrazole-3-carboxylic acid ethyl ester), C(C)(C)(C)OC(N[C@H](CO)C)=O ((1S)-2-hydroxy-1-methyl-ethyl-carbamic acid tert-butyl ester), CC1NCC=2N(C1)N=C(C2)COC2=CC=CC=C2 (rac-6-methyl-2-phenoxymethyl-4,5,6,7-tetrahydro-pyrazolo[1,5-a]pyrazine), C(C)OC(=O)C=1N(N=C(C1)COC1=CC=CC=C1)CC(C)NC(=O)OC(C)(C)C (rac-2-(2-tert-butoxycarbonylamino-propyl)-5-phenoxymethyl-2H-pyrazole-3-carboxylic acid ethyl ester). The product is C[C@@H]1NCC=2N(C1)N=C(C2)COC2=CC=CC=C2 ((6S)-6-methyl-2-phenoxymethyl-4,5,6,7-tetrahydro-pyrazolo[1,5-a]pyrazine). As a reaction SMILES: C(OC(C1NN=C(COC2C=CC=CC=2)C=1)=O)C.C(OC(=O)N[C@@H](C)CO)(C)(C)C.C(OC([C:36]1[N:37]([CH2:49][CH:50]([NH:52][C:53](OC(C)(C)C)=O)[CH3:51])[N:38]=[C:39]([CH2:41][O:42][C:43]2[CH:48]=[CH:47][CH:46]=[CH:45][CH:44]=2)[CH:40]=1)=O)C.CC1CN2N=C(COC3C=CC=CC=3)C=C2C(=O)N1.CC1CN2N=C(COC3C=CC=CC=3)C=C2CN1>>[CH3:51][C@H:50]1[CH2:49][N:37]2[N:38]=[C:39]([CH2:41][O:42][C:43]3[CH:44]=[CH:45][CH:46]=[CH:47][CH:48]=3)[CH:40]=[C:36]2[CH2:53][NH:52]1. Reported procedure: The compound was prepared from 5-phenoxymethyl-2H-pyrazole-3-carboxylic acid ethyl ester and (1S)-2-hydroxy-1-methyl-ethyl-carbamic acid tert-butyl ester using the methods described in the preceding examples 11 (rac-2-(2-tert-butoxycarbonylamino-propyl)-5-phenoxymethyl-2H-pyrazole-3-carboxylic acid ethyl ester), 12 (rac-6-methyl-2-phenoxymethyl-6,7-dihydro-5H-pyrazolo[1,5-a]pyrazin-4-one), and 13 (rac-6-methyl-2-phenoxymethyl-4,5,6,7-tetrahydro-pyrazolo[1,5-a]pyrazine). Starting materials: COCCO, CCOc1cc2ncc(C#N)c(Cl)c2cc1OCC, [Na+], [Na+], O=C([O-])[O-], Nc1ccc2c(c1)OCCO2, O. Product: CCOc1cc2ncc(C#N)c(Nc3ccc4c(c3)OCCO4)c2cc1OCC. Reaction SMILES: [CH3:38][O:39][CH2:40][CH2:41][OH:42].[Cl:1][c:2]1[c:3]([C:18]#[N:19])[cH:4][n:5][c:6]2[cH:7][c:8]([O:15][CH2:16][CH3:17])[c:9]([O:12][CH2:13][CH3:14])[cH:10][c:11]12.[Na+:31].[Na+:32].[O-:33][C:34](=[O:35])[O-:36].[O:20]1[CH2:21][CH2:22][O:23][c:24]2[c:25]1[cH:26][cH:27][c:28]([NH2:30])[cH:29]2.[OH2:37]>>[c:2]1([NH:30][c:28]2[cH:27][cH:26][c:25]3[c:24]([cH:29]2)[O:23][CH2:22][CH2:21][O:20]3)[c:3]([C:18]#[N:19])[cH:4][n:5][c:6]2[cH:7][c:8]([O:15][CH2:16][CH3:17])[c:9]([O:12][CH2:13][CH3:14])[cH:10][c:11]12. Starting materials: N1(CCOCC1)CCOC1=CC=C(C=C1)C=1OC2=C(N1)C=CC(=C2)B2OC(C(O2)(C)C)(C)C (2-[4-(2-morpholin-4-yl-ethoxy)-phenyl]-6-(4,4,5,5-tetramethyl-[1,3,2]dioxaborolan-2-yl)-benzoxazole), FC(S(=O)(=O)OC=1C2CC2C(N(N1)CC1=CC=C(C=C1)OC)=O)(F)F (4-(4-methoxy-benzyl)-5-oxo-3,4-diaza-bicyclo[4.1.0]hept-2-en-2-yl trifluoromethanesulphonate). The product is COC1=CC=C(CN2C(C3CC3C(=N2)C2=CC3=C(N=C(O3)C3=CC=C(C=C3)OCCN3CCOCC3)C=C2)=O)C=C1 (3-(4-methoxy-benzyl)-5-{2-[4-(2-morpholin-4-yl-ethoxy)-phenyl]-benzoxazol-6-yl}-3,4-diaza-bicyclo[4.1.0]hept-4-en-2-one). RXN SMILES: [N:1]1([CH2:7][CH2:8][O:9][C:10]2[CH:15]=[CH:14][C:13]([C:16]3[O:17][C:18]4[CH:24]=[C:23](B5OC(C)(C)C(C)(C)O5)[CH:22]=[CH:21][C:19]=4[N:20]=3)=[CH:12][CH:11]=2)[CH2:6][CH2:5][O:4][CH2:3][CH2:2]1.FC(F)(F)S(O[C:40]1[CH:41]2[CH:43]([C:44](=[O:56])[N:45]([CH2:47][C:48]3[CH:53]=[CH:52][C:51]([O:54][CH3:55])=[CH:50][CH:49]=3)[N:46]=1)[CH2:42]2)(=O)=O>>[CH3:55][O:54][C:51]1[CH:50]=[CH:49][C:48]([CH2:47][N:45]2[N:46]=[C:40]([C:23]3[CH:22]=[CH:21][C:19]4[N:20]=[C:16]([C:13]5[CH:14]=[CH:15][C:10]([O:9][CH2:8][CH2:7][N:1]6[CH2:6][CH2:5][O:4][CH2:3][CH2:2]6)=[CH:11][CH:12]=5)[O:17][C:18]=4[CH:24]=3)[CH:41]3[CH:43]([CH2:42]3)[C:44]2=[O:56])=[CH:53][CH:52]=1. Procedure: The preparation is carried out analogously to Example 136c from 2-[4-(2-morpholin-4-yl-ethoxy)-phenyl]-6-(4,4,5,5-tetramethyl-[1,3,2]dioxaborolan-2-yl)-benzoxazole and 4-(4-methoxy-benzyl)-5-oxo-3,4-diaza-bicyclo[4.1.0]hept-2-en-2-yl trifluoromethanesulphonate. As a reaction SMILES: [NH2:1][C:2]1[CH:7]=[C:6]([Cl:8])[N:5]=[C:4]([S:9][CH:10]([C:12]2[CH:17]=[CH:16][CH:15]=[CH:14][N:13]=2)[CH3:11])[N:3]=1.[Si](OC1C=C(O[Si](C(C)(C)C)(C)C)N=C(SC(C2C=CC=CN=2)C)N=1)(C(C)(C)C)(C)[CH3:19].CI>>[NH2:1][C:2]1[CH:7]=[C:6]([Cl:8])[N:5]=[C:4]([S:9][C:10]([C:12]2[CH:17]=[CH:16][CH:15]=[CH:14][N:13]=2)([CH3:19])[CH3:11])[N:3]=1. Procedure: Following the procedure for the preparation of 4-amino-6-chloro-2-(1-(2-pyridyl)ethyl)thio-pyrimidine but employing an additional alkylation of 4,6-di-(tert-butyldimethylsilyloxy)-2-(1-(2-pyridyl)ethyl)thio-pyrimidine with methyl iodide, this compound is prepared. Melting Pt. 183-184.5° C. Yields the product NC1=NC(=NC(=C1)Cl)SC(C)(C)C1=NC=CC=C1 (4-Amino-6-chloro-2-(1-(2-pyridyl)-1-methylethyl)thio-pyrimidine). Reactants: NC1=NC(=NC(=C1)Cl)SC(C)C1=NC=CC=C1 (4-amino-6-chloro-2-(1-(2-pyridyl)ethyl)thio-pyrimidine), [Si](C)(C)(C(C)(C)C)OC1=NC(=NC(=C1)O[Si](C)(C)C(C)(C)C)SC(C)C1=NC=CC=C1 (4,6-di-(tert-butyldimethylsilyloxy)-2-(1-(2-pyridyl)ethyl)thio-pyrimidine), CI (methyl iodide). The reactants are [Br-], C1CCOC1, CON(C)C(=O)c1ccc2ncccc2c1, C[Mg+], Cl. Product: CC(=O)c1ccc2ncccc2c1. RXN SMILES: [Br-:22].[CH2:17]1[O:18][CH2:19][CH2:20][CH2:21]1.[CH3:1][O:2][N:3]([C:4](=[O:5])[c:6]1[cH:7][c:8]2[cH:9][cH:10][cH:11][n:12][c:13]2[cH:14][cH:15]1)[CH3:16].[CH3:23][Mg+:24].[ClH:25]>>[C:4](=[O:5])([c:6]1[cH:7][c:8]2[cH:9][cH:10][cH:11][n:12][c:13]2[cH:14][cH:15]1)[CH3:17]. Reactants: BrC=1C(=C2C(=CNC2=C(C1)F)CC(=O)OCC)OC (ethyl 2-(5-bromo-7-fluoro-4-methoxy-1H-indol-3-yl)acetate), CN(C)C=O (DMF), [OH-].[K+] (KOH), IC (iodomethane). Reaction conditions: time 1 hour. Product: BrC=1C(=C2C(=CN(C2=C(C1)F)C)C(C(=O)OC)C)OC (methyl 2-(5-bromo-7-fluoro-4-methoxy-1-methyl-1H-indol-3-yl)propanoate). RXN SMILES: [Br:1][C:2]1[C:3]([O:18][CH3:19])=[C:4]2C(=[C:9]([F:11])[CH:10]=1)NC=[C:5]2[CH2:12][C:13]([O:15][CH2:16]C)=[O:14].[OH-].[K+].I[CH3:23].[CH3:24][N:25]([CH:27]=O)[CH3:26]>>[Br:1][C:2]1[C:3]([O:18][CH3:19])=[C:4]2[C:26](=[C:9]([F:11])[CH:10]=1)[N:25]([CH3:24])[CH:27]=[C:5]2[CH:12]([CH3:23])[C:13]([O:15][CH3:16])=[O:14] |f:1.2|. Reported procedure: To the solution of 9-1 (prepared according to the same procedure of ethyl 2-(5-bromo-7-fluoro-4-methoxy-1H-indol-3-yl)acetate) (2.0 g, 6.3 mmol) in anhydrous DMF (15 mL) was added KOH (1.12 g, 20 mmol), and iodomethane (1.8 g, 12.7 mmol). The mixture was stirred for 1 h at room temperature. After quenching with water, the reaction mixture was extracted with ethyl acetate (150 mL×3). The combined organic layers were dried over anhydrous sodium sulfate. After filtration and concentration, a residu...